describe an organic reaction: reactants, conditions, products, and yield From a dataset of the Open Reaction Database (ORD), a public repository of structured organic reaction records. Reactants: Intermediate 10, ClC1=C(C=NN1C)[N+](=O)[O-] (5-chloro-1-methyl-4-nitro-1H-pyrazole), C[C@H]1CN(CCN1)C(=O)OC(C)(C)C ((S)-tert-butyl 3-methylpiperazine-1-carboxylate). Yields the product NC=1C=NN(C1N1[C@H](CN(CC1)C(=O)OC(C)(C)C)C)C ((S)-tert-butyl 4-(4-amino-1-methyl-1H-pyrazol-5-yl)-3-methylpiperazine-1-carboxylate). As a reaction SMILES: Cl[C:2]1[N:6]([CH3:7])[N:5]=[CH:4][C:3]=1[N+:8]([O-])=O.[CH3:11][C@@H:12]1[NH:17][CH2:16][CH2:15][N:14]([C:18]([O:20][C:21]([CH3:24])([CH3:23])[CH3:22])=[O:19])[CH2:13]1>>[NH2:8][C:3]1[CH:4]=[N:5][N:6]([CH3:7])[C:2]=1[N:17]1[CH2:16][CH2:15][N:14]([C:18]([O:20][C:21]([CH3:24])([CH3:23])[CH3:22])=[O:19])[CH2:13][C@@H:12]1[CH3:11]. Procedure: Following the procedure for Intermediate 10 starting from 5-chloro-1-methyl-4-nitro-1H-pyrazole from Example 1 and (S)-tert-butyl 3-methylpiperazine-1-carboxylate gave (S)-tert-butyl 4-(4-amino-1-methyl-1H-pyrazol-5-yl)-3-methylpiperazine-1-carboxylate as an orange gum (134 mg, 73% over two steps). LCMS (ES+) m/z 296 (M+1). Starting materials: CC(C)(C)O, C1CCOC1, C=CCN(CC(C)(C)C)c1ccc(C#N)c(C(F)(F)F)c1, C[N+]1([O-])CCOCC1, [Na+], O=[Os](=O)(=O)=O, O, O, O=S([O-])O. Yields the product CC(C)(C)CN(CC=O)c1ccc(C#N)c(C(F)(F)F)c1. RXN SMILES: [C:41]([OH:42])([CH3:43])([CH3:44])[CH3:45].[CH2:35]1[O:36][CH2:37][CH2:38][CH2:39]1.[CH3:1][C:2]([CH2:3][N:4]([c:5]1[cH:6][c:7]([C:13]([F:14])([F:15])[F:16])[c:8]([C:9]#[N:10])[cH:11][cH:12]1)[CH2:17][CH:18]=[CH2:19])([CH3:20])[CH3:21].[CH3:22][N+:23]1([O-:24])[CH2:25][CH2:27][O:26][CH2:28][CH2:29]1.[Na+:34].[O:47]=[Os:48](=[O:49])(=[O:50])=[O:51].[OH2:40].[OH2:46].[S:30](=[O:31])([OH:32])[O-:33]>>[CH3:1][C:2]([CH2:3][N:4]([c:5]1[cH:6][c:7]([C:13]([F:14])([F:15])[F:16])[c:8]([C:9]#[N:10])[cH:11][cH:12]1)[CH2:17][CH:18]=[O:26])([CH3:20])[CH3:21]. The reactants are O=C1CCC(=O)N1Br, CN(C)C=O, Cc1cccc(F)c1N, O. Product: Cc1cc(Br)cc(F)c1N. Reaction SMILES: [Br:10][N:11]1[C:12](=[O:13])[CH2:14][CH2:15][C:16]1=[O:17].[CH3:19][N:20]([CH3:21])[CH:22]=[O:23].[F:1][c:2]1[c:3]([NH2:4])[c:5]([CH3:9])[cH:6][cH:7][cH:8]1.[OH2:18]>>[F:1][c:2]1[c:3]([NH2:4])[c:5]([CH3:9])[cH:6][c:7]([Br:10])[cH:8]1. Starting materials: FC1=C(C=CC=C1F)CO ((2,3-difluoro-phenyl)-methanol), N1C=NC=C1 (imidazole), C(C)(C)(C)[Si](Cl)(C)C (tert-butyldimethylchlorosilane). Run in CN(C)C=O (DMF). Run at time 24 hour. Product: C(C)(C)(C)[Si](C)(C)OCC1=C(C(=CC=C1)F)F (tert-butyl-(2,3-difluoro-benzyloxy)-dimethyl-silane). Yield: 75.2%. RXN SMILES: [F:1][C:2]1[C:7]([F:8])=[CH:6][CH:5]=[CH:4][C:3]=1[CH2:9][OH:10].N1C=CN=C1.[C:16]([Si:20]([CH3:23])([CH3:22])Cl)([CH3:19])([CH3:18])[CH3:17]>CN(C=O)C>[C:16]([Si:20]([O:10][CH2:9][C:3]1[CH:4]=[CH:5][CH:6]=[C:7]([F:8])[C:2]=1[F:1])([CH3:23])[CH3:22])([CH3:19])([CH3:18])[CH3:17]. Procedure: To a solution of (2,3-difluoro-phenyl)-methanol (5.0 g, 35 mmol), imidazole (4.9 g, 72 mmol) and DMF (40 mL) was added tert-butyldimethylchlorosilane (5.4 g, 36 mmol). After stirring at ambient temperature for 24 hours, the mixture was partitioned between 400 mL of ether and 100 mL of water. The organic layer was washed twice with water, dried over MgSO4, filtered and concentrated in vacuo, affording 6.8 g of tert-butyl-(2,3-difluoro-benzyloxy)-dimethyl-silane as a colorless oil. 1H NMR (400 MHz... The reactants are [H-], CI, Cc1c(O)ccc(Cl)c1N, [Na+], CN(C)C=O, O. Yields the product COc1ccc(Cl)c(N)c1C. Reaction SMILES: [H-:2].[I:13][CH3:14].[NH2:3][c:4]1[c:5]([CH3:12])[c:6]([OH:11])[cH:7][cH:8][c:9]1[Cl:10].[Na+:1].[O:16]=[CH:17][N:18]([CH3:19])[CH3:20].[OH2:15]>>[NH2:3][c:4]1[c:5]([CH3:12])[c:6]([O:11][CH3:14])[cH:7][cH:8][c:9]1[Cl:10]. Reactants: C1CCOC1, Cc1nnc(C=O)s1, CCN. Product: CCNCc1nnc(C)s1. RXN SMILES: [CH2:12]1[O:13][CH2:14][CH2:15][CH2:16]1.[CH3:1][c:2]1[n:3][n:4][c:5]([CH:7]=[O:8])[s:6]1.[CH3:9][CH2:10][NH2:11]>>[CH3:1][c:2]1[n:3][n:4][c:5]([CH2:7][NH:11][CH2:10][CH3:9])[s:6]1. Reactants: [I-].[Na+] (sodium iodide), O.C1(=CC=C(C=C1)S(=O)(=O)O)C (p-toluenesulfonic acid monohydrate), C1(CCCC1)OC=1C=C(C=CC1OC)C#CC1=CC=NC=C1 ((3-Cyclopentyloxy-4-methoxyphenyl)(4-pyridyl)acetylene). Solvent: [OH-].[Na+] (NaOH), ClCCl (dichloromethane). Reaction conditions: time 18 hour. The product is C1(CCCC1)OC=1C=C(C=CC1OC)C(=CC1=CC=NC=C1)I (1-(3-Cyclopentyloxy-4-methoxyphenyl)-1-iodo-2-(4-pyridyl)ethylene). Yield: 66.9%. As a reaction SMILES: [CH:1]1([O:6][C:7]2[CH:8]=[C:9]([C:15]#[C:16][C:17]3[CH:22]=[CH:21][N:20]=[CH:19][CH:18]=3)[CH:10]=[CH:11][C:12]=2[O:13][CH3:14])[CH2:5][CH2:4][CH2:3][CH2:2]1.[I-:23].[Na+].O.C1(C)C=CC(S(O)(=O)=O)=CC=1>ClCCl.[OH-].[Na+]>[CH:1]1([O:6][C:7]2[CH:8]=[C:9]([C:15]([I:23])=[CH:16][C:17]3[CH:22]=[CH:21][N:20]=[CH:19][CH:18]=3)[CH:10]=[CH:11][C:12]=2[O:13][CH3:14])[CH2:2][CH2:3][CH2:4][CH2:5]1 |f:1.2,3.4,6.7|. Reported procedure: To a solution of acetylene from step 1 (8.79 g, 30 mmol) in dichloromethane (600 mL) at room temperature there was added a solid mixture of sodium iodide (18 g, 120 mmol) and p-toluenesulfonic acid monohydrate (11.4 g, 60 mmol). The mixture was stirred at room temperature for 18 h. The mixture was diluted with aqueous 1N NaOH (600 mL) and stirred vigorously for 15 min. The organic phase was collected and washed 3 times with water, dried and evaporated to a residue which was stirred in a 2:1 mixt...